Dataset: the Open Reaction Database (ORD), a public repository of structured organic reaction records. Task: describe an organic reaction: reactants, conditions, products, and yield Reactants: resultant suspension, B(C=1C=CC(=CC1)C)(O)O (p-tolylboronic acid), C(=O)([O-])[O-].[K+].[K+] (K2CO3), BrC=1N=C2C(=NC1Cl)NC(=C2)C (2-Bromo-3-chloro-6-methyl-5H-pyrrolo[2,3-b]pyrazine), N#N (N2), C1(=CC=C(C=C1)B(O)O)C (p-tolyl boronic acid). The reagents and catalysts are C1=CC=C(C=C1)P([C-]2C=CC=C2)C3=CC=CC=C3.C1=CC=C(C=C1)P([C-]2C=CC=C2)C3=CC=CC=C3.Cl[Pd]Cl.[Fe+2].C(Cl)Cl (PdCl2(dppf) CH2Cl2), C1=CC=C(C=C1)P([C-]2C=CC=C2)C3=CC=CC=C3.C1=CC=C(C=C1)P([C-]2C=CC=C2)C3=CC=CC=C3.Cl[Pd]Cl.[Fe+2].C(Cl)Cl (PdCl2(dppf) CH2Cl2). Solvent: O1CCOCC1 (dioxane), O (water). The product is CC1=CC=2C(=NC(=C(N2)C2=CC=C(C=C2)C)C2=CC=C(C=C2)C)N1 (6-Methyl-2,3-di-p-tolyl-5H-pyrrolo[2,3-b]pyrazine). Reaction SMILES: Br[C:2]1[N:3]=[C:4]2[CH:11]=[C:10]([CH3:12])[NH:9][C:5]2=[N:6][C:7]=1Cl.N#N.B(O)(O)[C:16]1[CH:17]=[CH:18][C:19]([CH3:22])=[CH:20][CH:21]=1.C([O-])([O-])=O.[K+].[K+]>O1CCOCC1.O.C1C=CC(P(C2C=CC=CC=2)[C-]2C=CC=C2)=CC=1.C1C=CC(P(C2C=CC=CC=2)[C-]2C=CC=C2)=CC=1.Cl[Pd]Cl.[Fe+2].C(Cl)Cl>[CH3:12][C:10]1[NH:9][C:5]2=[N:6][C:7]([C:16]3[CH:21]=[CH:20][C:19]([CH3:22])=[CH:18][CH:17]=3)=[C:2]([C:16]3[CH:17]=[CH:18][C:19]([CH3:22])=[CH:20][CH:21]=3)[N:3]=[C:4]2[CH:11]=1 |f:3.4.5,8.9.10.11.12|. Reported procedure: 2-Bromo-3-chloro-6-methyl-5H-pyrrolo[2,3-b]pyrazine (step 3) (183 mg, 0.742 mmol) in dioxane (5 ml) was degassed with N2 and treated with p-tolylboronic acid (242 mg, 1.782 mmol), K2CO3 (308 mg, 2.227 mmol) and PdCl2(dppf)-CH2Cl2-adduct (60.6 mg, 0.074 mmol). The reaction mixture was heated at reflux for 3 hours. After cooling to RT, further portions of p-tolyl boronic acid (242 mg, 1.782 mmol) and PdCl2(dppf)-CH2Cl2-adduct (60.6 mg, 0.074 mmol) were added and heating continued at reflux for 2 h... The reactants are N(=NC(C)(C)N=C=O)C(C)(C)N=C=O (2,2'-azobis (2-isocyanatopropane)), C1(=CC=CC=C1)NN (phenylhydrazine). Solvent: CCCCC (pentane). Conditions: time 2 hour. Product: N(=NC(C)(C)NC(=O)N(N)C1=CC=CC=C1)C(C)(C)NC(=O)N(N)C1=CC=CC=C1 (2,2'-Azobis- [2-(1-phenylhydrazinocarbonylamino)propane]). Reaction SMILES: [N:1]([C:9]([N:12]=[C:13]=[O:14])([CH3:11])[CH3:10])=[N:2][C:3]([N:6]=[C:7]=[O:8])([CH3:5])[CH3:4].[C:15]1([NH:21][NH2:22])[CH:20]=[CH:19][CH:18]=[CH:17][CH:16]=1>CCCCC>[N:1]([C:9]([NH:12][C:13]([N:21]([C:15]1[CH:20]=[CH:19][CH:18]=[CH:17][CH:16]=1)[NH2:22])=[O:14])([CH3:10])[CH3:11])=[N:2][C:3]([NH:6][C:7]([N:21]([C:15]1[CH:20]=[CH:19][CH:18]=[CH:17][CH:16]=1)[NH2:22])=[O:8])([CH3:5])[CH3:4]. Reported procedure: To a stirred solution of 4.0 grams (0.0204 moles) of 2,2'-azobis (2-isocyanato-propane) (from Example XXXIII) in 20 ml of pentane in a 50 ml erlenmeyer flask was added 4.42 grams (0.0408 moles) of phenylhydrazine and the reaction mixture stirred for 2 hours at room temperature. The solids that formed were filtered off, washed with a small amount of cold acetone and air dried. The tan powder weighed 4.5 grams (54% crude yield). The product melts at 159°-162° C. with decomposition. The infrared sp... Solvent: CC(C)O (i-PrOH). The yield is 49.0%. Reported procedure: A solution of n-butyl acetoacetate (0.10 mole), methyl 3-aminocrotonate (0.10 mole), 3-nitrobenzaldehyde (0.10 mole) and 150 mL of i-PrOH was refluxed overnight (18 h). The volatiles were removed in vacuo and the residue purified by flash chromatography (SiO2 : EtOAc/Hex) to furnish the product in 49% yield as low melting, yellow solid: mp 69°-70° C. Anal. Calcd for C20H24N2O6 : C, 61.85; H, 6.23; N, 7.21. Found: C, 62.02; H, 6.21; N, 6.95. The product is CC=1NC(=C(C(C1C(=O)OCCCC)C1=CC(=CC=C1)[N+](=O)[O-])C(=O)OC)C (1,4-Dihydro-2,6-dimethyl-4-(3-nitrophenyl)-3,5-pyridinedicarboxylic acid, n-butyl methyl ester). RXN SMILES: [C:1]([O:7][CH2:8][CH2:9][CH2:10][CH3:11])(=[O:6])[CH2:2][C:3]([CH3:5])=O.[NH2:12]/[C:13](/[CH3:19])=[CH:14]\[C:15]([O:17][CH3:18])=[O:16].[N+:20]([C:23]1[CH:24]=[C:25]([CH:28]=[CH:29][CH:30]=1)[CH:26]=O)([O-:22])=[O:21]>CC(O)C>[CH3:5][C:3]1[NH:12][C:13]([CH3:19])=[C:14]([C:15]([O:17][CH3:18])=[O:16])[CH:26]([C:25]2[CH:28]=[CH:29][CH:30]=[C:23]([N+:20]([O-:22])=[O:21])[CH:24]=2)[C:2]=1[C:1]([O:7][CH2:8][CH2:9][CH2:10][CH3:11])=[O:6]. Reactants: C(CC(=O)C)(=O)OCCCC (n-butyl acetoacetate), N\C(=C/C(=O)OC)\C (methyl 3-aminocrotonate), [N+](=O)([O-])C=1C=C(C=O)C=CC1 (3-nitrobenzaldehyde). The product is C(=O)C1=C(N=C2N1C=CC=C2O[C@H]2[C@@H](CC1=CC=CC=C21)O)C (3-formyl-8-(2-(trans)-hydroxy-2,3-dihydro-1-indenyloxy)-2-methyl-imidazo[1,2-a]pyridine). Procedure details: 39.7 ml of 10 N potassium hydroxide solution is added to 85.2 g (400 mmol) (trans)-2-bromo-1-indanol in 600 ml isopropyl alcohol dropwise at room temperature while stirring, and the mixture is stirred for a further 15 minutes at room temperature. The isopropyl alcohol is distilled off at 40° C./5-8 mbar, 350 ml methanol/water (4:1), 30.4 g potassium carbonate and 35.2 g (200 mmol) 3-formyl-8-hydroxy-2-methyl-imidazo[1,2-a]pyridine are added and the mixture is stirred for a further 10 hours at 40... Run in C(C)(C)O (isopropyl alcohol), CO.O (methanol water), C(C)(C)O (isopropyl alcohol). The reactants are C([O-])([O-])=O.[K+].[K+] (potassium carbonate), C(=O)C1=C(N=C2N1C=CC=C2O)C (3-formyl-8-hydroxy-2-methyl-imidazo[1,2-a]pyridine), [OH-].[K+] (potassium hydroxide), Br[C@H]1[C@@H](C2=CC=CC=C2C1)O ((trans)-2-bromo-1-indanol). As a reaction SMILES: [OH-].[K+].Br[C@@H:4]1[CH2:12][C:11]2[C:6](=[CH:7][CH:8]=[CH:9][CH:10]=2)[C@H:5]1[OH:13].C(=O)([O-])[O-:15].[K+].[K+].[CH:20]([C:22]1[N:26]2[CH:27]=[CH:28][CH:29]=[C:30](O)[C:25]2=[N:24][C:23]=1[CH3:32])=[O:21]>C(O)(C)C.CO.O>[CH:20]([C:22]1[N:26]2[CH:27]=[CH:28][CH:29]=[C:30]([O:13][C@@H:5]3[C:6]4[C:11](=[CH:10][CH:9]=[CH:8][CH:7]=4)[CH2:12][C@H:4]3[OH:15])[C:25]2=[N:24][C:23]=1[CH3:32])=[O:21] |f:0.1,3.4.5,8.9|.